Dataset: the Open Reaction Database (ORD), a public repository of structured organic reaction records. Task: describe an organic reaction: reactants, conditions, products, and yield Reactants: N1=CC(=CC=C1)CCC(=O)O (3-(3-pyridyl)propionic acid), S(=O)(Cl)Cl (thionyl chloride). Reagents/catalysts: [Cl-].C(C1=CC=CC=C1)[N+](CC)(CC)CC (benzyltriethylammonium chloride). Run in ClCCCl (1,2-dichloroethane). Yields the product N1=CC(=CC=C1)CCC(=O)Cl (3-(3-pyridyl)propanoyl chloride). RXN SMILES: S(Cl)([Cl:3])=O.[N:5]1[CH:10]=[CH:9][CH:8]=[C:7]([CH2:11][CH2:12][C:13]([OH:15])=O)[CH:6]=1>[Cl-].C([N+](CC)(CC)CC)C1C=CC=CC=1.ClCCCl>[N:5]1[CH:10]=[CH:9][CH:8]=[C:7]([CH2:11][CH2:12][C:13]([Cl:3])=[O:15])[CH:6]=1 |f:2.3|. Reported procedure: Add thionyl chloride (0.05 mL, 0.53 mmol) to a stirred suspension of 3-(3-pyridyl)propionic acid (80.2 mg, 0.53 mmol) and benzyltriethylammonium chloride (1 mg, 0.004 mmol) in 1,2-dichloroethane (20 mL) and heat to reflux for 2.5 hours. Cool the reaction mixture to room temperature and concentrate in vacuo. Azeotrope the residue with CCl4 and place under vacuum. Use the resulting acid chloride without further purification.